This data is from the Open Reaction Database (ORD), a public repository of structured organic reaction records. The task is: describe an organic reaction: reactants, conditions, products, and yield Reactants: NC=1SC(=C(N1)C(=O)[O-])C(C)C (2-amino-5-isopropylthiazole-4-carboxylate), FC1=CC(=CC=C1)CN=C=O (1-fluoro-3-(isocyanatomethyl)benzene), C1CCOC1 (THF). The product is FC=1C=C(CNC(NC=2SC(=C(N2)C(=O)OC)C(C)C)=O)C=CC1 (methyl 2-(3-(3-fluorobenzyl)ureido)-5-isopropylthiazole-4-carboxylate). Reaction SMILES: [NH2:1][C:2]1[S:3][C:4]([CH:10]([CH3:12])[CH3:11])=[C:5]([C:7]([O-:9])=[O:8])[N:6]=1.[F:13][C:14]1[CH:19]=[CH:18][CH:17]=[C:16]([CH2:20][N:21]=[C:22]=[O:23])[CH:15]=1.[CH2:24]1COCC1>>[F:13][C:14]1[CH:15]=[C:16]([CH:17]=[CH:18][CH:19]=1)[CH2:20][NH:21][C:22](=[O:23])[NH:1][C:2]1[S:3][C:4]([CH:10]([CH3:12])[CH3:11])=[C:5]([C:7]([O:9][CH3:24])=[O:8])[N:6]=1. Procedure details: A THF (5 mL) solution of methy; 2-amino-5-isopropylthiazole-4-carboxylate (commercially available, 200 mg, 1 mmol) and 1-fluoro-3-(isocyanatomethyl)benzene (140 μL, 1.1 mmol) was microwave irradiated at 160 C for 35 minutes. Usual work-up concluded with recrystallization from MeOH afforded methyl 2-(3-(3-fluorobenzyl)ureido)-5-isopropylthiazole-4-carboxylate. 1H NMR (400 MHz, DMSO-d6): δ7.35 (m, 1H), 7.08 (m, 3H), 4.34 (d, 2H), 3.94 (m, 1H), 3.76 (s, 3H), 1.24 (d, 6H). MS (ES+): M/Z 452 (M+H)+. Reactants: C(C)(C)(C)OC(=O)NC1=NC(=NS1)CC(=O)OCC (Ethyl α-(5-t-butoxycarbonylamino-1,2,4-thiadiazol-3-yl)acetate), C(C1=CC=CO1)=O (furfural). Yields the product C(C)(C)(C)OC(=O)NC1=NC(=NS1)C(C(=O)OCC)C(C=1OC=CC1)O (Ethyl α-(5-t-butoxycarbonylamino-1,2,4-thiadiazol-3-yl)-β-hydroxy-β-(2-furyl)propionate). RXN SMILES: [C:1]([O:5][C:6]([NH:8][C:9]1[S:13][N:12]=[C:11]([CH2:14][C:15]([O:17][CH2:18][CH3:19])=[O:16])[N:10]=1)=[O:7])([CH3:4])([CH3:3])[CH3:2].[CH:20](=[O:26])[C:21]1[O:25][CH:24]=[CH:23][CH:22]=1>>[C:1]([O:5][C:6]([NH:8][C:9]1[S:13][N:12]=[C:11]([CH:14]([CH:20]([OH:26])[C:21]2[O:25][CH:24]=[CH:23][CH:22]=2)[C:15]([O:17][CH2:18][CH3:19])=[O:16])[N:10]=1)=[O:7])([CH3:4])([CH3:3])[CH3:2]. Procedure: 1.0 g (3.5 mMol) of product from Example 28 were reacted with 0.87 ml (~10 mMol) of furfural for 5 days in the manner described in Example 29 and worked up by aqueous extraction. Reactants: BrC1=CC(=C(C=O)C=C1)O (4-bromo-2-hydroxybenzaldehyde), FC1=C(C=CC(=C1)F)B(O)O ((2,4-difluorophenyl)boronic acid), C([O-])([O-])=O.[Na+].[Na+] (sodium carbonate), C1(CCCCC1)P(C1=C(C=CC=C1)C1=C(C=CC=C1OC)OC)C1CCCCC1 (dicyclohexyl(2′,6′-dimethoxy-[1,1′-biphenyl]-2-yl)phosphine). The reagents and catalysts are C=1C=CC(=CC1)/C=C/C(=O)/C=C/C2=CC=CC=C2.C=1C=CC(=CC1)/C=C/C(=O)/C=C/C2=CC=CC=C2.C=1C=CC(=CC1)/C=C/C(=O)/C=C/C2=CC=CC=C2.[Pd].[Pd] (tris(dibenzylideneacetone)dipalladium). Run in C1(=CC=CC=C1)C (toluene), C(C)(=O)OCC (ethyl acetate), O (water). Conditions: temperature 100 celsius, time 8 hour. Yields the product FC1=C(C=CC(=C1)F)C1=CC(=C(C=C1)C=O)O (2′,4′-Difluoro-3-hydroxybiphenyl-4-carbaldehyde). Yield: 97.3%. As a reaction SMILES: Br[C:2]1[CH:9]=[CH:8][C:5]([CH:6]=[O:7])=[C:4]([OH:10])[CH:3]=1.[F:11][C:12]1[CH:17]=[C:16]([F:18])[CH:15]=[CH:14][C:13]=1B(O)O.C(=O)([O-])[O-].[Na+].[Na+].C1(P(C2CCCCC2)C2C=CC=CC=2C2C(OC)=CC=CC=2OC)CCCCC1>C1(C)C=CC=CC=1.C(OCC)(=O)C.O.C1C=CC(/C=C/C(/C=C/C2C=CC=CC=2)=O)=CC=1.C1C=CC(/C=C/C(/C=C/C2C=CC=CC=2)=O)=CC=1.C1C=CC(/C=C/C(/C=C/C2C=CC=CC=2)=O)=CC=1.[Pd].[Pd]>[F:11][C:12]1[CH:17]=[C:16]([F:18])[CH:15]=[CH:14][C:13]=1[C:2]1[CH:9]=[CH:8][C:5]([CH:6]=[O:7])=[C:4]([OH:10])[CH:3]=1 |f:2.3.4,9.10.11.12.13|. Procedure: A mixture of 4-bromo-2-hydroxybenzaldehyde (7.5 g), (2,4-difluorophenyl)boronic acid (8.84 g), tris(dibenzylideneacetone)dipalladium (0) (1.367 g), 2M aqueous sodium carbonate solution (56.0 mL) and dicyclohexyl(2′,6′-dimethoxy-[1,1′-biphenyl]-2-yl)phosphine (1.53 g) in toluene (70 mL) was stirred at 100° C. under nitrogen atmosphere overnight. The mixture was diluted with ethyl acetate and water. The organic layer was separated and concentrated in vacuo. The residue was passed through a silica ... The reactants are FC1=CC=C(C(=O)OC(C)(C)C)C=C1 (tert-butyl 4-fluorobenzoate), OC1=CC=C(C#N)C=C1 (4-hydroxybenzonitrile), C([O-])([O-])=O.[K+].[K+] (potassium carbonate). Run in CN(C=O)C (dimethyl formamide). Run at temperature 130 celsius. Yields the product C(#N)C1=CC=C(OC2=CC=C(C(=O)OC(C)(C)C)C=C2)C=C1 (tert-butyl 4-(4-cyanophenoxy)benzoate). The yield is 13.5%. As a reaction SMILES: F[C:2]1[CH:14]=[CH:13][C:5]([C:6]([O:8][C:9]([CH3:12])([CH3:11])[CH3:10])=[O:7])=[CH:4][CH:3]=1.[OH:15][C:16]1[CH:23]=[CH:22][C:19]([C:20]#[N:21])=[CH:18][CH:17]=1.C(=O)([O-])[O-].[K+].[K+]>CN(C)C=O>[C:20]([C:19]1[CH:22]=[CH:23][C:16]([O:15][C:2]2[CH:14]=[CH:13][C:5]([C:6]([O:8][C:9]([CH3:12])([CH3:11])[CH3:10])=[O:7])=[CH:4][CH:3]=2)=[CH:17][CH:18]=1)#[N:21] |f:2.3.4|. Procedure details: To a solution of tert-butyl 4-fluorobenzoate (392 mg, 2 mmol) in dimethyl formamide (20 mL) was added 4-hydroxybenzonitrile (240 mg, 2 mmol) and potassium carbonate (552 mg, 4 mmol), the mixture was heated to 130° C. for 0.5 hour by microwave (pressure: 3.2 bar, equipment power: 150 W). The solvent was evaporated in vacuo and purified by column chromatography (silica gel, dichloromethane/methanol=20:1) to give tert-butyl 4-(4-cyanophenoxy)benzoate (80 mg, 14%). LRMS (M+H+) m/z: calcd 295.12. fou...